Dataset: the Open Reaction Database (ORD), a public repository of structured organic reaction records. Task: describe an organic reaction: reactants, conditions, products, and yield The reactants are CCCC[Sn](Cl)(CCCC)CCCC, C1CCOC1, CN(C)CCN(C)C, Cn1cccc1, [Li]CCCC. Product: CCCC[Sn](CCCC)(CCCC)c1cccn1C. RXN SMILES: [CH2:20]([CH2:21][CH2:22][CH3:23])[Sn:24]([CH2:25][CH2:26][CH2:27][CH3:28])([CH2:29][CH2:30][CH2:31][CH3:32])[Cl:33].[CH2:34]1[O:35][CH2:36][CH2:37][CH2:38]1.[CH3:12][N:13]([CH2:14][CH2:15][N:16]([CH3:17])[CH3:18])[CH3:19].[CH3:1][n:2]1[cH:3][cH:4][cH:5][cH:6]1.[Li:7][CH2:8][CH2:9][CH2:10][CH3:11]>>[CH3:1][n:2]1[c:3]([Sn:24]([CH2:20][CH2:21][CH2:22][CH3:23])([CH2:25][CH2:26][CH2:27][CH3:28])[CH2:29][CH2:30][CH2:31][CH3:32])[cH:4][cH:5][cH:6]1.